Dataset: the Open Reaction Database (ORD), a public repository of structured organic reaction records. Task: describe an organic reaction: reactants, conditions, products, and yield The reactants are C(C)(=O)C1=CC=C(C(=O)O)C=C1 (4-Acetylbenzoic acid), N (ammonia). The reagents and catalysts are [Ni] (Raney nickel). Yields the product NC(C)C1=CC=C(C(=O)O)C=C1 (4-(1-aminoethyl)benzoic acid). Reaction SMILES: [C:1]([C:4]1[CH:12]=[CH:11][C:7]([C:8]([OH:10])=[O:9])=[CH:6][CH:5]=1)(=O)[CH3:2].[NH3:13]>[Ni]>[NH2:13][CH:1]([C:4]1[CH:12]=[CH:11][C:7]([C:8]([OH:10])=[O:9])=[CH:6][CH:5]=1)[CH3:2]. Reported procedure: 4-Acetylbenzoic acid (4.1 g) is dissolved in 50 mL ammonia-saturated methanol. Raney nickel catalyst (1.5 g; activity grade III) is then added and the mixture reduced under hydrogen atmosphere (4750 psi) at 80° C. for 17 hrs. After removal of the catalyst by suction filtration, the filtrate is evaporated and the residue dissolved in H2O. The solution is passed through a 2.5×15 cm column of Dowex 50X8-400 resin (H+ form) and eluted with 1N NH4OH. Evaporation of the eluate leaves a residue (2.9 g)... The reactants are BrC1=C(C(=CC=2N=C(SC21)C2CC2)C)C=C (7-bromo-2-cyclopropyl-5-methyl-6-vinylbenzo[d]thiazole), ClC1=CC=C(C=C1)C1=C(C(=CC=2N=CSC21)C)C=C (7-(4-chlorophenyl)-5-methyl-6-vinylbenzo[d]thiazole), C(C(C)(C)C)(=O)OC[C@H](C1=C(C2=C(N=CS2)C=C1C)C1=CC=C(C=C1)Cl)OC(C)(C)C ((S)-2-tert-butoxy-2-(7-(4-chlorophenyl)-5-methylbenzo[d]thiazol-6-yl)ethyl pivalate). Product: C(C(C)(C)C)(=O)OC[C@@H](OC(C)(C)C)C1=C(C2=C(N=C(S2)C2CC2)C=C1C)Br ((S)-2-(7-bromo-2-cyclopropyl-5-methylbenzo[d]thiazol-6-yl)-2-tert-butoxyethyl pivalate). As a reaction SMILES: [Br:1]C1C2SC(C3CC3)=NC=2C=C(C)C=1C=C.ClC1C=C[C:21]([C:24]2C3SC=NC=3C=C(C)C=2C=C)=[CH:20]C=1.[C:36]([O:42][CH2:43][C@@H:44]([O:62][C:63]([CH3:66])([CH3:65])[CH3:64])[C:45]1[C:53]([CH3:54])=[CH:52][C:48]2[N:49]=[CH:50][S:51][C:47]=2[C:46]=1C1C=CC(Cl)=CC=1)(=[O:41])[C:37]([CH3:40])([CH3:39])[CH3:38]>>[C:36]([O:42][CH2:43][C@H:44]([C:45]1[C:53]([CH3:54])=[CH:52][C:48]2[N:49]=[C:50]([CH:24]3[CH2:21][CH2:20]3)[S:51][C:47]=2[C:46]=1[Br:1])[O:62][C:63]([CH3:66])([CH3:64])[CH3:65])(=[O:41])[C:37]([CH3:38])([CH3:40])[CH3:39]. Procedure: Compound 18 was prepared from compound 17 by the method used to convert compound 5G to compound 5J as outlined in Example 1. LCMS-ESI+: calc'd for C22H30BrN2O3S: 468.1 (M+H+). Found: 468.2 (M+H+). Reactants: Cl (hydrochloric acid), C(C)OCC(C)O (propylene glycol monoethyl ether), Cl (hydrochloric acid), C1(=CC=CC=C1)[Si](OC)(OC)OC (phenyltrimethoxysilane), C(C)O[Si](OCC)(OCC)OCC (tetraethoxysilane), C[Si](OCC)(OCC)OCC (methyltriethoxysilane), C(\C=C/C(=O)[O-])(=O)[O-].C(C)O[Si](OCC)(OCC)CCC[NH+]1C=NCC1.C(C)O[Si](OCC)(OCC)CCC[NH+]1C=NCC1 (triethoxysilylpropyl-4,5-dihydroimidazolium maleate). The solvent is O (water), CC(=O)C (acetone), CO (methanol), C(C)O (ethanol), CC(=O)C (acetone), C(C)O (ethanol). The product is C(\C=C/C(=O)[O-])(=O)[O-].[NH+]1=CNC=C1.[NH+]1=CNC=C1 (Imidazolium Maleate). As a reaction SMILES: C1([Si](OC)(OC)OC)C=CC=CC=1.C(O[Si](OCC)(OCC)OCC)C.C[Si](OCC)(OCC)OCC.[C:38]([O-:45])(=[O:44])/[CH:39]=[CH:40]\[C:41]([O-:43])=[O:42].C(O[Si](CCC[NH+:59]1[CH2:63][CH2:62][N:61]=[CH:60]1)(OCC)OCC)C.C(O[Si](CCC[NH+:77]1[CH2:81][CH2:80][N:79]=[CH:78]1)(OCC)OCC)C.Cl.C(OCC(O)C)C>O.CC(C)=O.CO.C(O)C>[C:38]([O-:45])(=[O:44])/[CH:39]=[CH:40]\[C:41]([O-:43])=[O:42].[NH+:59]1[CH:63]=[CH:62][NH:61][CH:60]=1.[NH+:77]1[CH:81]=[CH:80][NH:79][CH:78]=1 |f:3.4.5,12.13.14|. Procedure: 4.92 g of phenyltrimethoxysilane, 72.39 g of tetraethoxysilane, 22.04 g of methyltriethoxysilane, 0.65 g of the 30% ethanol solution of triethoxysilylpropyl-4,5-dihydroimidazolium maleate, and 150 g of acetone were charged into a 500 mL flask to be dissolved and the resultant mixed solution was warmed while stirring the mixed solution with a magnetic stirrer to reflux. Next, 33.10 g of 0.01 M hydrochloric acid was added to the mixed solution. The mixed solution was subjected to the reaction for ... Reactants: N(=O)[O-].[Na+] (NaNO2), CuBr, Br (HBr), COC(C1=CC(=C(C=C1)OC1CC(C1)(F)F)N)=O (3-Amino-4-(3,3-difluoro-cyclobutoxy)-benzoic acid methyl ester), Br (HBr). The solvent is O (water). Reaction conditions: time 15 minute. The product is COC(C1=CC(=C(C=C1)OC1CC(C1)(F)F)Br)=O (3-Bromo-4-(3,3-difluoro-cyclobutoxy)-benzoic acid methyl ester). RXN SMILES: [CH3:1][O:2][C:3](=[O:18])[C:4]1[CH:9]=[CH:8][C:7]([O:10][CH:11]2[CH2:14][C:13]([F:16])([F:15])[CH2:12]2)=[C:6](N)[CH:5]=1.N([O-])=O.[Na+].[BrH:23]>O>[CH3:1][O:2][C:3](=[O:18])[C:4]1[CH:9]=[CH:8][C:7]([O:10][CH:11]2[CH2:14][C:13]([F:16])([F:15])[CH2:12]2)=[C:6]([Br:23])[CH:5]=1 |f:1.2|. Procedure: 1.0 g of 3-Amino-4-(3,3-difluoro-cyclobutoxy)-benzoic acid methyl ester was dissolved in 100 ml of half-concentrated aqueous HBr-solution. Then, a solution of 295 mg NaNO2 in 5 ml of water was added dropwise at 0° C. Stirring was continued at 0° C. for 15 minutes. Then, a solution of 558 mg CuBr in 10 ml of half-concentrated aqueous HBr-solution was added dropwise and the reaction mixture was stirred for 2 h at room temperature. Then, the reaction mixture was extracted three times using 100 ml o...